Dataset: the Open Reaction Database (ORD), a public repository of structured organic reaction records. Task: describe an organic reaction: reactants, conditions, products, and yield The reactants are CCOC(=O)C=P(c1ccccc1)(c1ccccc1)c1ccccc1, Cc1ccccc1, COc1ccc(-c2csc(C=O)c2-c2ccc(C#N)cc2C)cc1. Product: CCOC(=O)C=Cc1scc(-c2ccc(OC)cc2)c1-c1ccc(C#N)cc1C. Reaction SMILES: [C:25](=[O:26])([O:27][CH2:28][CH3:29])[CH:30]=[P:31]([c:32]1[cH:33][cH:34][cH:35][cH:36][cH:37]1)([c:38]1[cH:39][cH:40][cH:41][cH:42][cH:43]1)[c:44]1[cH:45][cH:46][cH:47][cH:48][cH:49]1.[CH3:50][c:51]1[cH:52][cH:53][cH:54][cH:55][cH:56]1.[CH:1](=[O:2])[c:3]1[s:4][cH:5][c:6](-[c:17]2[cH:18][cH:19][c:20]([O:23][CH3:24])[cH:21][cH:22]2)[c:7]1-[c:8]1[c:9]([CH3:16])[cH:10][c:11]([C:12]#[N:13])[cH:14][cH:15]1>>[CH:1]([c:3]1[s:4][cH:5][c:6](-[c:17]2[cH:18][cH:19][c:20]([O:23][CH3:24])[cH:21][cH:22]2)[c:7]1-[c:8]1[c:9]([CH3:16])[cH:10][c:11]([C:12]#[N:13])[cH:14][cH:15]1)=[CH:30][C:25](=[O:26])[O:27][CH2:28][CH3:29]. Starting materials: C1(CCCCC1)C1=CC=C(C(=O)N2CC=3N(CC4=C2C=CC=C4)C=CC3)C=C1 (10-(4-cyclohexylbenzoyl)-10,11-dihydro-5H-pyrrolo[2,1-c][1,4]benzodiazepine), ClC(C(=O)Cl)(Cl)Cl (trichloroacetyl chloride). The solvent is ClCCl (dichloromethane). Reaction conditions: time 8 hour. Yields the product ClC(C(=O)C1=CC=C2CN(C3=C(CN21)C=CC=C3)C(C3=CC=C(C=C3)C3CCCCC3)=O)(Cl)Cl (2,2,2-Trichloro-1-[10-(4-cyclohexyl-benzoyl)-10,11-dihydro-5H-pyrrolo[2,1-c][1,4]benzodiazepin-3-yl]-1-ethanone). Yield: 58.2%. Reaction SMILES: [CH:1]1([C:7]2[CH:28]=[CH:27][C:10]([C:11]([N:13]3[C:19]4[CH:20]=[CH:21][CH:22]=[CH:23][C:18]=4[CH2:17][N:16]4[CH:24]=[CH:25][CH:26]=[C:15]4[CH2:14]3)=[O:12])=[CH:9][CH:8]=2)[CH2:6][CH2:5][CH2:4][CH2:3][CH2:2]1.[Cl:29][C:30]([Cl:35])([Cl:34])[C:31](Cl)=[O:32]>ClCCl>[Cl:29][C:30]([Cl:35])([Cl:34])[C:31]([C:24]1[N:16]2[C:15]([CH2:14][N:13]([C:11](=[O:12])[C:10]3[CH:27]=[CH:28][C:7]([CH:1]4[CH2:2][CH2:3][CH2:4][CH2:5][CH2:6]4)=[CH:8][CH:9]=3)[C:19]3[CH:20]=[CH:21][CH:22]=[CH:23][C:18]=3[CH2:17]2)=[CH:26][CH:25]=1)=[O:32]. Procedure: To a solution of 10-(4-cyclohexylbenzoyl)-10,11-dihydro-5H-pyrrolo[2,1-c][1,4]benzodiazepine of Example 4 (1.85 g) in dichloromethane (50 mL) was added trichloroacetyl chloride (1 g). After stirring overnight at room temperature, the mixture was washed with saturated aqueous sodium bicarbonate, dried over anhydrous sodium sulfate, and filtered through a short column of Magnesol®. After eluting with several additional volumes of dichloromethane, the eluate was combined and refluxed with gradual a...